From a dataset of the Open Reaction Database (ORD), a public repository of structured organic reaction records. describe an organic reaction: reactants, conditions, products, and yield The reactants are OC=1C=C(C=CC1O)[C@H](CNC(OC(C)(C)C)=O)C ((R)-2-(3,4-dihydroxyphenyl)propylcarbamic acid, t-butyl ester), C([O-])([O-])=O.[K+].[K+] (potassium carbonate), BrC(C(=O)OCC)(C(=O)OCC)Br (diethyl dibromomalonate). The solvent is CC(=O)C (acetone), CC(=O)C (acetone). Conditions: temperature 60 celsius, time 1 hour. Product: C(C)(C)(C)OC(=O)N[C@@H](CC1=CC2=C(OC(O2)(C(=O)OCC)C(=O)OCC)C=C1)C ((R)-5-[N-(t-Butyloxycarbonyl)-2-aminopropyl]-1,3-benzodioxole-2,2-dicarboxylic acid, diethyl ester). As a reaction SMILES: [OH:1][C:2]1[CH:3]=[C:4]([C@@H:9](C)[CH2:10][NH:11][C:12](=[O:18])[O:13][C:14]([CH3:17])([CH3:16])[CH3:15])[CH:5]=[CH:6][C:7]=1[OH:8].[C:20](=O)([O-])[O-].[K+].[K+].Br[C:27](Br)([C:33]([O:35][CH2:36][CH3:37])=[O:34])[C:28]([O:30][CH2:31][CH3:32])=[O:29]>CC(C)=O>[C:14]([O:13][C:12]([NH:11][C@H:10]([CH3:20])[CH2:9][C:4]1[CH:5]=[CH:6][C:7]2[O:8][C:27]([C:33]([O:35][CH2:36][CH3:37])=[O:34])([C:28]([O:30][CH2:31][CH3:32])=[O:29])[O:1][C:2]=2[CH:3]=1)=[O:18])([CH3:15])([CH3:16])[CH3:17] |f:1.2.3|. Reported procedure: A solution of (R)-2-(3,4-dihydroxyphenyl)propylcarbamic acid, t-butyl ester. (1.07 g, 4 mMol) in acetone (25 ml) containing potassium carbonate (3 equiv, 1.66 g, 12 mMol) was stirred at 60° C. under an argon atmosphere for 1 hour. After cooling to ambient temperature, a solution of diethyl dibromomalonate (1.27 g, 4 mMol) in acetone (7 ml) was added and the reaction was stirred at ambient temperature for 18 hours. The suspension was filtered and the residue was washed with ethyl acetate. The fil... Starting materials: B, CO, CC(C)(Sc1nc(CC(=O)Nc2ccccc2)cs1)C(=O)O, C1CCOC1, C1CCOC1. Yields the product CC(C)(Sc1nc(CCNc2ccccc2)cs1)C(=O)O. As a reaction SMILES: [BH3:28].[CH3:29][OH:30].[NH:1]([c:2]1[cH:3][cH:4][cH:5][cH:6][cH:7]1)[C:8]([CH2:9][c:10]1[n:11][c:12]([S:15][C:16]([C:17](=[O:18])[OH:19])([CH3:20])[CH3:21])[s:13][cH:14]1)=[O:22].[O:23]1[CH2:24][CH2:25][CH2:26][CH2:27]1.[O:31]1[CH2:32][CH2:33][CH2:34][CH2:35]1>>[NH:1]([c:2]1[cH:3][cH:4][cH:5][cH:6][cH:7]1)[CH2:8][CH2:9][c:10]1[n:11][c:12]([S:15][C:16]([C:17](=[O:18])[OH:19])([CH3:20])[CH3:21])[s:13][cH:14]1. Product: COc1ccc2c(C(=O)c3ccc(OCCN4CCCCCC4)cc3)c(-c3c(F)cccc3F)ccc2c1. RXN SMILES: [F:39][c:40]1[c:41]([B:47]([OH:48])[OH:49])[c:42]([F:46])[cH:43][cH:44][cH:45]1.[K+:55].[K+:56].[K+:57].[N:1]1([CH2:8][CH2:9][O:10][c:11]2[cH:12][cH:13][c:14]([C:15](=[O:16])[c:17]3[c:18]([O:29][S:30]([C:31]([F:32])([F:33])[F:34])(=[O:35])=[O:36])[cH:19][cH:20][c:21]4[cH:22][c:23]([O:27][CH3:28])[cH:24][cH:25][c:26]34)[cH:37][cH:38]2)[CH2:2][CH2:3][CH2:4][CH2:5][CH2:6][CH2:7]1.[O:135]=[CH:136][N:137]([CH3:138])[CH3:139].[P:50]([O-:51])([O-:52])([O-:53])=[O:54].[cH:58]1[cH:59][cH:60][c:61]([P:62]([Pd:63]([P:64]([c:65]2[cH:66][cH:67][cH:68][cH:69][cH:70]2)([c:71]2[cH:72][cH:73][cH:74][cH:75][cH:76]2)[c:77]2[cH:78][cH:79][cH:80][cH:81][cH:82]2)([P:83]([c:84]2[cH:85][cH:86][cH:87][cH:88][cH:89]2)([c:90]2[cH:91][cH:92][cH:93][cH:94][cH:95]2)[c:96]2[cH:97][cH:98][cH:99][cH:100][cH:101]2)[P:102]([c:103]2[cH:104][cH:105][cH:106][cH:107][cH:108]2)([c:109]2[cH:110][cH:111][cH:112][cH:113][cH:114]2)[c:115]2[cH:116][cH:117][cH:118][cH:119][cH:120]2)([c:121]2[cH:122][cH:123][cH:124][cH:125][cH:126]2)[c:127]2[cH:128][cH:129][cH:130][cH:131][cH:132]2)[cH:133][cH:134]1>>[N:1]1([CH2:8][CH2:9][O:10][c:11]2[cH:12][cH:13][c:14]([C:15](=[O:16])[c:17]3[c:18](-[c:41]4[c:40]([F:39])[cH:45][cH:44][cH:43][c:42]4[F:46])[cH:19][cH:20][c:21]4[cH:22][c:23]([O:27][CH3:28])[cH:24][cH:25][c:26]34)[cH:37][cH:38]2)[CH2:2][CH2:3][CH2:4][CH2:5][CH2:6][CH2:7]1. Reactants: OB(O)c1c(F)cccc1F, [K+], [K+], [K+], COc1ccc2c(C(=O)c3ccc(OCCN4CCCCCC4)cc3)c(OS(=O)(=O)C(F)(F)F)ccc2c1, CN(C)C=O, O=P([O-])([O-])[O-], c1ccc(P(c2ccccc2)(c2ccccc2)[Pd](P(c2ccccc2)(c2ccccc2)c2ccccc2)(P(c2ccccc2)(c2ccccc2)c2ccccc2)P(c2ccccc2)(c2ccccc2)c2ccccc2)cc1. Starting materials: CC(=O)O[BH-](OC(C)=O)OC(C)=O, O=C([O-])O, CC(=O)O, ClCCCl, [Na+], [Na+], Nc1ncnc2c1c(-c1ccc(Oc3ccccc3)cc1)nn2C1CCNC1, O=Cc1ncc[nH]1. Product: Nc1ncnc2c1c(-c1ccc(Oc3ccccc3)cc1)nn2C1CCN(Cc2ncc[nH]2)C1. Reaction SMILES: [C:36]([O:37][BH-:38]([O:39][C:40](=[O:41])[CH3:42])[O:43][C:44](=[O:45])[CH3:46])(=[O:47])[CH3:48].[C:54](=[O:55])([OH:56])[O-:57].[CH3:50][C:51](=[O:52])[OH:53].[Cl:59][CH2:60][CH2:61][Cl:62].[Na+:49].[Na+:58].[O:1]([c:2]1[cH:3][cH:4][cH:5][cH:6][cH:7]1)[c:8]1[cH:9][cH:10][c:11](-[c:14]2[n:15][n:16]([CH:24]3[CH2:25][NH:26][CH2:27][CH2:28]3)[c:17]3[n:18][cH:19][n:20][c:21]([NH2:23])[c:22]23)[cH:12][cH:13]1.[nH:29]1[c:30]([CH:34]=[O:35])[n:31][cH:32][cH:33]1>>[O:1]([c:2]1[cH:3][cH:4][cH:5][cH:6][cH:7]1)[c:8]1[cH:9][cH:10][c:11](-[c:14]2[n:15][n:16]([CH:24]3[CH2:25][N:26]([CH2:34][c:30]4[nH:29][cH:33][cH:32][n:31]4)[CH2:27][CH2:28]3)[c:17]3[n:18][cH:19][n:20][c:21]([NH2:23])[c:22]23)[cH:12][cH:13]1.